This data is from the Open Reaction Database (ORD), a public repository of structured organic reaction records. The task is: describe an organic reaction: reactants, conditions, products, and yield Starting materials: FC(C=1C=C(C=CC1)OC1=CC=C(C=O)C=C1)(F)F (4-{[3-(Trifluoromethyl)phenyl]oxy}benzaldehyde), [BH4-].[Na+] (sodium borohydride). The solvent is CO (methanol). Conditions: time 1 hour. Yields the product FC(C=1C=C(C=CC1)OC1=CC=C(C=C1)CO)(F)F ((4-{[3-(Trifluoromethyl)phenyl]oxy}phenyl)methanol). Isolated yield 121.4%. Reaction SMILES: [F:1][C:2]([F:19])([F:18])[C:3]1[CH:4]=[C:5]([O:9][C:10]2[CH:17]=[CH:16][C:13]([CH:14]=[O:15])=[CH:12][CH:11]=2)[CH:6]=[CH:7][CH:8]=1.[BH4-].[Na+]>CO>[F:1][C:2]([F:18])([F:19])[C:3]1[CH:4]=[C:5]([O:9][C:10]2[CH:17]=[CH:16][C:13]([CH2:14][OH:15])=[CH:12][CH:11]=2)[CH:6]=[CH:7][CH:8]=1 |f:1.2|. Reported procedure: A solution of 4-{[3-(Trifluoromethyl)phenyl]oxy}benzaldehyde (4.1 g, 9.55 mmol) in methanol (50 mL) at 0° C. was added sodium borohydride (1.0 g, 26.4 mmol) in portions. The reaction mixture was allowed to warm to rt and stirred for 1 h, then quenched with acetone, concentrated. Purification via ISCO system afforded the title product (3.11 g) as a colorless liquid. LC-MS (ESI): m/z 251 [M-OH]+; 3.23 min (ret time). Reactants: CC(C)OC(=O)/N=N/C(=O)OC(C)C.C1(=CC=CC=C1)C (DIAD toluene), COC=1C(=C(N=NC1)C1=CC=NN1C1=CC=CC=C1)O (5-methoxy-3-(1-phenyl-1H-pyrazol-5-yl)pyridazin-4-ol), C1C(CCC2=CC=CC=C12)O (1,2,3,4-tetrahydronaphthalen-2-ol), C1(=CC=CC=C1)P(C1=CC=CC=C1)C1=CC=CC=C1 (triphenylphosphine). Run in C1(=CC=CC=C1)C (toluene). Reaction conditions: temperature 50 celsius, time 8 hour. Yields the product COC=1C(C(=NN(C1)C1CC2=CC=CC=C2CC1)C1=CC=NN1C1=CC=CC=C1)=O (5-methoxy-3-(1-phenyl-1H-pyrazol-5-yl)-1-(1,2,3,4-tetrahydronaphthalen-2-yl)pyridazin-4(1H)-one). Yield: 18.2%. RXN SMILES: [CH3:1][O:2][C:3]1[C:4]([OH:20])=[C:5]([C:9]2[N:13]([C:14]3[CH:19]=[CH:18][CH:17]=[CH:16][CH:15]=3)[N:12]=[CH:11][CH:10]=2)[N:6]=[N:7][CH:8]=1.[CH2:21]1[C:30]2[C:25](=[CH:26][CH:27]=[CH:28][CH:29]=2)[CH2:24][CH2:23][CH:22]1O.C1(P(C2C=CC=CC=2)C2C=CC=CC=2)C=CC=CC=1.CC(OC(/N=N/C(OC(C)C)=O)=O)C.C1(C)C=CC=CC=1>C1(C)C=CC=CC=1>[CH3:1][O:2][C:3]1[C:4](=[O:20])[C:5]([C:9]2[N:13]([C:14]3[CH:19]=[CH:18][CH:17]=[CH:16][CH:15]=3)[N:12]=[CH:11][CH:10]=2)=[N:6][N:7]([CH:27]2[CH2:28][CH2:29][C:30]3[C:25](=[CH:24][CH:23]=[CH:22][CH:21]=3)[CH2:26]2)[CH:8]=1 |f:3.4|. Procedure details: To a mixture of 5-methoxy-3-(1-phenyl-1H-pyrazol-5-yl)pyridazin-4-ol (0.10 g), 1,2,3,4-tetrahydronaphthalen-2-ol (0.17 g), triphenylphosphine (0.29 g) and toluene was added DIAD toluene solution (1.9M, 0.59 mL) at 50° C., and the mixture was stirred at 50° C. for 1 hr and at room temperature overnight. The solvent was evaporated under reduced pressure, and the obtained residue was purified by silica gel column chromatography (methanol/ethyl acetate) and recrystallized from ethyl acetate/n-heptan...